describe an organic reaction: reactants, conditions, products, and yield From a dataset of the Open Reaction Database (ORD), a public repository of structured organic reaction records. Reactants: CCCN1CCCC(C(=O)OCC)C1, CCO, [Li+], [OH-], O. Yields the product CCCN1CCCC(C(=O)[O-])C1, [Li+]. RXN SMILES: [CH2:1]([CH2:2][CH3:3])[N:4]1[CH2:5][CH:6]([C:7](=[O:8])[O:9][CH2:10][CH3:11])[CH2:12][CH2:13][CH2:14]1.[CH3:18][CH2:19][OH:20].[Li+:17].[OH-:16].[OH2:15]>>[CH2:1]([CH2:2][CH3:3])[N:4]1[CH2:5][CH:6]([C:7](=[O:8])[O-:9])[CH2:12][CH2:13][CH2:14]1.[Li+:17]. The reactants are CC(C)(C)OC(=O)Nc1ccc(C(=O)O)cc1, CC#N, CCN(C(C)C)C(C)C, Nc1cnc2ccccc2c1. The product is CC(C)(C)OC(=O)Nc1ccc(C(=O)Nc2cnc3ccccc3c2)cc1. As a reaction SMILES: [C:10]([CH3:11])([CH3:12])([CH3:13])[O:14][C:15](=[O:16])[NH:17][c:18]1[cH:19][cH:20][c:21]([C:22](=[O:23])[OH:24])[cH:25][cH:26]1.[CH3:38][C:39]#[N:40].[CH:1]([N:2]([CH2:3][CH3:4])[CH:5]([CH3:6])[CH3:7])([CH3:8])[CH3:9].[n:27]1[cH:28][c:29]([NH2:37])[cH:30][c:31]2[cH:32][cH:33][cH:34][cH:35][c:36]12>>[C:10]([CH3:11])([CH3:12])([CH3:13])[O:14][C:15](=[O:16])[NH:17][c:18]1[cH:19][cH:20][c:21]([C:22](=[O:24])[NH:37][c:29]2[cH:28][n:27][c:36]3[c:31]([cH:30]2)[cH:32][cH:33][cH:34][cH:35]3)[cH:25][cH:26]1. Starting materials: CC(=O)CC(=O)OC(C)CCl, Cc1ccccc1, Cl, O=Cc1cccc([N+](=O)[O-])c1. The product is CC(=O)C(=Cc1cccc([N+](=O)[O-])c1)C(=O)OC(C)CCl. As a reaction SMILES: [C:12]([CH2:13][C:14](=[O:15])[CH3:16])(=[O:17])[O:18][CH:19]([CH2:20][Cl:21])[CH3:22].[CH3:24][c:25]1[cH:26][cH:27][cH:28][cH:29][cH:30]1.[ClH:23].[N+:1](=[O:2])([O-:3])[c:4]1[cH:5][c:6]([CH:7]=[O:8])[cH:9][cH:10][cH:11]1>>[N+:1](=[O:2])([O-:3])[c:4]1[cH:5][c:6]([CH:7]=[C:13]([C:12](=[O:17])[O:18][CH:19]([CH2:20][Cl:21])[CH3:22])[C:14](=[O:15])[CH3:16])[cH:9][cH:10][cH:11]1. Reactants: Nc1cccc(Br)c1, CCOC(C)O, COc1ccc(OC)c2c(Cl)c(C#N)cnc12, [Na+], [Na+], O=C([O-])[O-], O. The product is COc1ccc(OC)c2c(Nc3cccc(Br)c3)c(C#N)cnc12. As a reaction SMILES: [Br:18][c:19]1[cH:20][c:21]([NH2:22])[cH:23][cH:24][cH:25]1.[CH2:26]([O:27][CH:28]([OH:29])[CH3:30])[CH3:31].[Cl:1][c:2]1[c:3]([C:16]#[N:17])[cH:4][n:5][c:6]2[c:7]([O:14][CH3:15])[cH:8][cH:9][c:10]([O:12][CH3:13])[c:11]12.[Na+:32].[Na+:33].[O-:34][C:35](=[O:36])[O-:37].[OH2:38]>>[c:2]1([NH:22][c:21]2[cH:20][c:19]([Br:18])[cH:25][cH:24][cH:23]2)[c:3]([C:16]#[N:17])[cH:4][n:5][c:6]2[c:7]([O:14][CH3:15])[cH:8][cH:9][c:10]([O:12][CH3:13])[c:11]12. The product is OC(c1ccncc1)(c1ccc(F)c(F)c1)c1ccc(F)c(F)c1. Starting materials: CS(C)=O, Fc1ccc(C(c2ccncc2)c2ccc(F)c(F)c2)cc1F, [Na+], [OH-]. Reaction SMILES: [CH3:26][S:27]([CH3:28])=[O:29].[F:1][c:2]1[cH:3][c:4]([CH:9]([c:10]2[cH:11][cH:12][n:13][cH:14][cH:15]2)[c:16]2[cH:17][c:18]([F:23])[c:19]([F:22])[cH:20][cH:21]2)[cH:5][cH:6][c:7]1[F:8].[Na+:25].[OH-:24]>>[F:1][c:2]1[cH:3][c:4]([C:9]([c:10]2[cH:11][cH:12][n:13][cH:14][cH:15]2)([c:16]2[cH:17][c:18]([F:23])[c:19]([F:22])[cH:20][cH:21]2)[OH:24])[cH:5][cH:6][c:7]1[F:8]. Starting materials: COC=1C=C2C=C(NC2=CC1)C=O (5-methoxy-1H-indole-2-carbaldehyde), C1(=CC=CC=C1)[Mg]Br (phenylmagnesium bromide). Product: COC=1C=C2C=C(NC2=CC1)C(=O)C1=CC=CC=C1 ((5-Methoxy-1H-indol-2-yl)(phenyl)methanone). Yield: 91.0%. Reaction SMILES: [CH3:1][O:2][C:3]1[CH:4]=[C:5]2[C:9](=[CH:10][CH:11]=1)[NH:8][C:7]([CH:12]=[O:13])=[CH:6]2.[C:14]1([Mg]Br)[CH:19]=[CH:18][CH:17]=[CH:16][CH:15]=1>>[CH3:1][O:2][C:3]1[CH:4]=[C:5]2[C:9](=[CH:10][CH:11]=1)[NH:8][C:7]([C:12]([C:14]1[CH:19]=[CH:18][CH:17]=[CH:16][CH:15]=1)=[O:13])=[CH:6]2. Procedure details: Reaction of 5-methoxy-1H-indole-2-carbaldehyde with phenylmagnesium bromide using the procedure described in example 404 gave (805) (91%), mp 159–161° C. 1H NMR δ [(CD3)2SO] 11.86 (s, 1H), 7.94–7.91 (m, 2H), 7.71–7.66 (m, 1H), 7.61–7.57 (m, 2H), 7.42 (d, J=8.9 Hz, 1H), 7.16 (d, J=2.4 Hz, 1H), 7.03 (s, 1H), 6.99 (dd, J=8.9, 2.4 Hz, 1H), 3.77 (s, 3H). Found: C, 76.28; H, 5.21; N, 5.42. C16H13NO2 requires: C, 76.48; H, 5.21; N, 5.57. The reactants are ClC=1N=C(N=NC1N)C1=C(C(=CC=C1)[N+](=O)[O-])C (5-chloro-3-(2-methyl-3-nitrophenyl)-1,2,4-triazin-6-amine), CO.C(Cl)Cl (MeOH CH2Cl2), C(C)[S-].[Na+] (sodium ethanethiolate). Run in CN(C)C=O (DMF), C(C)(=O)OCC (ethyl acetate). Conditions: time 1 hour. Yields the product C(C)SC=1N=C(N=NC1N)C1=C(C(=CC=C1)[N+](=O)[O-])C (5-(ethylthio)-3-(2-methyl-3-nitrophenyl)-1,2,4-triazin-6-amine). Yield: 91.0%. RXN SMILES: Cl[C:2]1[N:3]=[C:4]([C:9]2[CH:14]=[CH:13][CH:12]=[C:11]([N+:15]([O-:17])=[O:16])[C:10]=2[CH3:18])[N:5]=[N:6][C:7]=1[NH2:8].[CH2:19]([S-:21])[CH3:20].[Na+].CO.C(Cl)Cl>CN(C=O)C.C(OCC)(=O)C>[CH2:19]([S:21][C:2]1[N:3]=[C:4]([C:9]2[CH:14]=[CH:13][CH:12]=[C:11]([N+:15]([O-:17])=[O:16])[C:10]=2[CH3:18])[N:5]=[N:6][C:7]=1[NH2:8])[CH3:20] |f:1.2,3.4|. Reported procedure: To a solution of 5-chloro-3-(2-methyl-3-nitrophenyl)-1,2,4-triazin-6-amine (Ex. 1, A) (1.34 g, 5.04 mmol) in DMF (30 mL) at 0° C. was added sodium ethanethiolate (0.509 g, 6.05 mmol) in one portion. The resulting mixture was stirred at rt for 1 hr before it was diluted with ethyl acetate (300 mL) and washed sequentially with 5% NaHCO3 (50 mL), water (2×50 mL), and brine (50 mL). The organic layer was dried over anhydrous MgSO4 and concentrated under vacuum. The product, 5-(ethylthio)-3-(2-methyl... Starting materials: C#CCBr, Cc1ccccc1, Nc1ccc2c(c1)OC(F)(F)O2. Product: C#CCNc1ccc2c(c1)OC(F)(F)O2. As a reaction SMILES: [CH2:13]([C:14]#[CH:15])[Br:16].[CH3:17][c:18]1[cH:19][cH:20][cH:21][cH:22][cH:23]1.[NH2:1][c:2]1[cH:3][c:4]2[c:5]([cH:11][cH:12]1)[O:6][C:7]([F:9])([F:10])[O:8]2>>[NH:1]([c:2]1[cH:3][c:4]2[c:5]([cH:11][cH:12]1)[O:6][C:7]([F:9])([F:10])[O:8]2)[CH2:15][C:14]#[CH:13]. Starting materials: [Al+3], C1CCOC1, [H-], [H-], [H-], [H-], [Li+], CC1CCCN(CCOc2ccc(C(=O)c3c(-c4ccc(O)cc4)sc4cc(O)ccc34)cc2)C1. Yields the product CC1CCCN(CCOc2ccc(C(O)c3c(-c4ccc(O)cc4)sc4cc(O)ccc34)cc2)C1. As a reaction SMILES: [Al+3:37].[CH2:42]1[O:43][CH2:44][CH2:45][CH2:46]1.[H-:36].[H-:39].[H-:40].[H-:41].[Li+:38].[OH:1][c:2]1[cH:3][cH:4][c:5]2[c:6]([s:7][c:8](-[c:28]3[cH:29][cH:30][c:31]([OH:34])[cH:32][cH:33]3)[c:9]2[C:10](=[O:11])[c:12]2[cH:13][cH:14][c:15]([O:18][CH2:19][CH2:20][N:21]3[CH2:22][CH:23]([CH3:27])[CH2:24][CH2:25][CH2:26]3)[cH:16][cH:17]2)[cH:35]1>>[OH:1][c:2]1[cH:3][cH:4][c:5]2[c:6]([s:7][c:8](-[c:28]3[cH:29][cH:30][c:31]([OH:34])[cH:32][cH:33]3)[c:9]2[CH:10]([OH:11])[c:12]2[cH:13][cH:14][c:15]([O:18][CH2:19][CH2:20][N:21]3[CH2:22][CH:23]([CH3:27])[CH2:24][CH2:25][CH2:26]3)[cH:16][cH:17]2)[cH:35]1.